Dataset: the Open Reaction Database (ORD), a public repository of structured organic reaction records. Task: describe an organic reaction: reactants, conditions, products, and yield The yield is 67.2%. The reactants are COC(=O)C=1N=CC=2C=CN(C(C2C1O)=O)CC1=CC=CC=C1 (6-benzyl-4-hydroxy-5-oxo-5,6-dihydro-[2,6]naphthyridine-3-carboxylic acid methyl ester), NCCC(=O)O (β-alanine), C[O-].[Na+] (NaOMe). Yields the product C(C1=CC=CC=C1)N1C(C=2C(=C(N=CC2C=C1)C(=O)NCCC(=O)O)O)=O (3-[(6-Benzyl-4-hydroxy-5-oxo-5,6-dihydro-[2,6]naphthyridine-3-carbonyl)-amino]-propionic acid). Procedure: A mixture of 6-benzyl-4-hydroxy-5-oxo-5,6-dihydro-[2,6]naphthyridine-3-carboxylic acid methyl ester (25 mg, 0.081 mmol), β-alanine (956 mg, 10.7 mmol) and NaOMe solution (16 mL, 8.06 mmol, 0.5 M in MeOH) was refluxed for 16 h. Solvent was evaporated in vacuo, and the residue was partitioned between water and EtOAc. 1 M HCl was added with vigorous stirring until pH was about 2. The organic layer was dried over MgSO4 and concentrated. The crude solid was dissolved in saturated NaHCO3 and washed wi... Reaction SMILES: CO[C:3]([C:5]1[N:6]=[CH:7][C:8]2[CH:9]=[CH:10][N:11]([CH2:17][C:18]3[CH:23]=[CH:22][CH:21]=[CH:20][CH:19]=3)[C:12](=[O:16])[C:13]=2[C:14]=1[OH:15])=[O:4].[NH2:24][CH2:25][CH2:26][C:27]([OH:29])=[O:28].C[O-].[Na+]>>[CH2:17]([N:11]1[CH:10]=[CH:9][C:8]2[CH:7]=[N:6][C:5]([C:3]([NH:24][CH2:25][CH2:26][C:27]([OH:29])=[O:28])=[O:4])=[C:14]([OH:15])[C:13]=2[C:12]1=[O:16])[C:18]1[CH:19]=[CH:20][CH:21]=[CH:22][CH:23]=1 |f:2.3|. Reactants: C(CCC)C=1NC(=C(N1)C(C)O)C(=O)OCC (ethyl 2-butyl-4-(1-hydroxyethyl)imidazole-5-carboxylate), C(C1=CC=CC=C1)(C1=CC=CC=C1)(C1=CC=CC=C1)N1N=NN=C1C1=C(C=CC=C1)C1=CC=C(CBr)C=C1 (4-[2-(trityltetrazol-5-yl)phenyl]benzyl bromide), CC(C)([O-])C.[K+] (potassium t-butoxide). Yields the product C(CCC)C=1N(C(=C(N1)C(C)O)C(=O)OCC)CC1=CC=C(C=C1)C1=C(C=CC=C1)C1=NN=NN1C(C1=CC=CC=C1)(C1=CC=CC=C1)C1=CC=CC=C1 (Ethyl 2-butyl-4-(1-hydroxyethyl)-1-{4-[-2-(trityltetrazol-5yl)phenyl]phenyl}methylimidazole-5-carboxylate). Yield: 78.8%. Reaction SMILES: [CH2:1]([C:5]1[NH:6][C:7]([C:13]([O:15][CH2:16][CH3:17])=[O:14])=[C:8]([CH:10]([OH:12])[CH3:11])[N:9]=1)[CH2:2][CH2:3][CH3:4].[C:18]([N:37]1[C:41]([C:42]2[CH:47]=[CH:46][CH:45]=[CH:44][C:43]=2[C:48]2[CH:55]=[CH:54][C:51]([CH2:52]Br)=[CH:50][CH:49]=2)=[N:40][N:39]=[N:38]1)([C:31]1[CH:36]=[CH:35][CH:34]=[CH:33][CH:32]=1)([C:25]1[CH:30]=[CH:29][CH:28]=[CH:27][CH:26]=1)[C:19]1[CH:24]=[CH:23][CH:22]=[CH:21][CH:20]=1.CC(C)([O-])C.[K+]>>[CH2:1]([C:5]1[N:6]([CH2:52][C:51]2[CH:50]=[CH:49][C:48]([C:43]3[CH:44]=[CH:45][CH:46]=[CH:47][C:42]=3[C:41]3[N:37]([C:18]([C:31]4[CH:36]=[CH:35][CH:34]=[CH:33][CH:32]=4)([C:25]4[CH:26]=[CH:27][CH:28]=[CH:29][CH:30]=4)[C:19]4[CH:24]=[CH:23][CH:22]=[CH:21][CH:20]=4)[N:38]=[N:39][N:40]=3)=[CH:55][CH:54]=2)[C:7]([C:13]([O:15][CH2:16][CH3:17])=[O:14])=[C:8]([CH:10]([OH:12])[CH3:11])[N:9]=1)[CH2:2][CH2:3][CH3:4] |f:2.3|. Reported procedure: Following a procedure similar to that described in Example 35(a), but using 400 mg of ethyl 2-butyl-4-(1-hydroxyethyl)imidazole-5-carboxylate [prepared as described in Preparation 24(iii)], 1.00 g of 4-[2-(trityltetrazol-5-yl)phenyl]benzyl bromide and 197 mg of potassium t-butoxide, 0.94 g of the title compound was obtained as a viscous oil. The reactants are ClC1=C(C=CC(=C1F)Cl)C(=O)N1CC(NCC1)=O (4-[(2,4-Dichloro-3-fluorophenyl)carbonyl]-2-piperazinone), F[B-](F)(F)F.C(C)[O+](CC)CC (triethyloxonium tetrafluoroborate), S1C=NC=C1C(=O)NN (1,3-thiazole-5-carbohydrazide). Run in ClCCl (dichloromethane). Run at time 45 minute. Yields the product ClC1=C(C=CC(=C1F)Cl)C(=O)N1CC=2N(CC1)C(=NN2)C2=CN=CS2 (7-[(2,4-Dichloro-3-fluorophenyl)carbonyl]-3-(1,3-thiazol-5-yl)-5,6,7,8-tetrahydro[1,2,4]triazolo[4,3-a]pyrazine). RXN SMILES: [Cl:1][C:2]1[C:7]([F:8])=[C:6]([Cl:9])[CH:5]=[CH:4][C:3]=1[C:10]([N:12]1[CH2:17][CH2:16][NH:15][C:14](=O)[CH2:13]1)=[O:11].F[B-](F)(F)F.C([O+](CC)CC)C.[S:31]1[C:35]([C:36]([NH:38][NH2:39])=O)=[CH:34][N:33]=[CH:32]1>ClCCl>[Cl:1][C:2]1[C:7]([F:8])=[C:6]([Cl:9])[CH:5]=[CH:4][C:3]=1[C:10]([N:12]1[CH2:17][CH2:16][N:15]2[C:36]([C:35]3[S:31][CH:32]=[N:33][CH:34]=3)=[N:38][N:39]=[C:14]2[CH2:13]1)=[O:11] |f:1.2|. Procedure details: 4-[(2,4-Dichloro-3-fluorophenyl)carbonyl]-2-piperazinone (I37) (263 mg, 0.903 mmol) was suspended in dichloromethane (DCM) (2 mL) before treating with triethyloxonium tetrafluoroborate (189 mg, 0.994 mmol) and stirring for 45 mins at RT under argon before adding 1,3-thiazole-5-carbohydrazide (I109)(155 mg, 1.084 mmol) and stirring for 18 hours (overnight). The DCM was removed and the residue was suspended in 1-butanol (2.0 mL) and heated at 110° C. for 3 hours. The reaction was cooled to RT, dil... Starting materials: BrC1=C(C=CC=C1C)C(=O)N1CCCC1 ((2-Bromo-3-methylphenyl)(pyrrolidin-1-yl)methanone), C(C)(C)C1=C(C(=C(C=C1)C1=CC=CC=C1)C(C)C)C(C)C (triisopropylbiphenyl), C(C)(C)(C)NC1=NC2=CC=C(C=C2C=C1/C=C(/C(=O)OCC)\C)B1OC(C(O1)(C)C)(C)C ((E)-ethyl 3-(2-(tert-butylamino)-6-(4,4,5,5-tetramethyl-1,3,2-dioxaborolan-2-yl)quinolin-3-yl)-2-methylacrylate), C(C)(=O)[O-].[K+] (potassium acetate). Reagents/catalysts: C(C)(=O)[O-].C(C)(=O)[O-].[Pd+2] (palladium diacetate). Solvent: C(C)O (ethanol), O (water). Run at temperature 145 celsius. Yields the product C(C)(C)(C)NC1=NC2=CC=C(C=C2C=C1/C=C(/C(=O)OCC)\C)C1=C(C=CC=C1C(=O)N1CCCC1)C ((E)-ethyl 3-(2-(tert-butylamino)-6-(2-methyl-6-(pyrrolidine-1-carbonyl)phenyl)quinolin-3-yl)-2-methylacrylate). RXN SMILES: Br[C:2]1[C:7]([CH3:8])=[CH:6][CH:5]=[CH:4][C:3]=1[C:9]([N:11]1[CH2:15][CH2:14][CH2:13][CH2:12]1)=[O:10].C(C1C=CC(C2C=CC=CC=2)=C(C(C)C)C=1C(C)C)(C)C.[C:37]([NH:41][C:42]1[C:51](/[CH:52]=[C:53](\[CH3:59])/[C:54]([O:56][CH2:57][CH3:58])=[O:55])=[CH:50][C:49]2[C:44](=[CH:45][CH:46]=[C:47](B3OC(C)(C)C(C)(C)O3)[CH:48]=2)[N:43]=1)([CH3:40])([CH3:39])[CH3:38].C([O-])(=O)C.[K+]>C(O)C.O.C([O-])(=O)C.C([O-])(=O)C.[Pd+2]>[C:37]([NH:41][C:42]1[C:51](/[CH:52]=[C:53](\[CH3:59])/[C:54]([O:56][CH2:57][CH3:58])=[O:55])=[CH:50][C:49]2[C:44](=[CH:45][CH:46]=[C:47]([C:2]3[C:3]([C:9]([N:11]4[CH2:15][CH2:14][CH2:13][CH2:12]4)=[O:10])=[CH:4][CH:5]=[CH:6][C:7]=3[CH3:8])[CH:48]=2)[N:43]=1)([CH3:40])([CH3:39])[CH3:38] |f:3.4,7.8.9|. Reported procedure: 2-Bromo-3-methylbenzoic acid (1.03 g, 4.79 mmol) was dissolved in thionyl chloride (15 mL, 206 mmol) and stirred at 80° C. for 30 min. The solution was evaporated to dryness under reduced pressure and the white solid residue dried under high vacuum. It was dissolved in DCM and added to a solution of pyrrolidine (0.80 mL, 9.58 mmol) and DIEA (1.67 mL, 9.58 mmol) in DCM (50 mL) and the reaction stirred overnight. Water (100 mL) and DCM (100 mL) were added and the phases mixed and separated. The or...